Dataset: the Open Reaction Database (ORD), a public repository of structured organic reaction records. Task: describe an organic reaction: reactants, conditions, products, and yield The reactants are C(C1=CC=CC=C1)OCC=1NC(=C(N1)C(C)C)SC1=CC(=CC(=C1)F)F (2-benzyloxymethyl-5-(3,5-difluorophenylthio)-4-isopropyl-1H-imidazole), C([O-])([O-])=O.[K+].[K+] (potassium carbonate), BrCC (bromoethane). Solvent: CN(C=O)C (dimethylformamide). Product: C(C1=CC=CC=C1)OCC=1N(C(=C(N1)C(C)C)SC1=CC(=CC(=C1)F)F)CC (2-benzyloxymethyl-5-(3,5-difluorophenylthio)-1-ethyl-4-isopropyl-1H-imidazole). Isolated yield 4.3%. As a reaction SMILES: [CH2:1]([O:8][CH2:9][C:10]1[NH:11][C:12]([S:18][C:19]2[CH:24]=[C:23]([F:25])[CH:22]=[C:21]([F:26])[CH:20]=2)=[C:13]([CH:15]([CH3:17])[CH3:16])[N:14]=1)[C:2]1[CH:7]=[CH:6][CH:5]=[CH:4][CH:3]=1.C(=O)([O-])[O-].[K+].[K+].Br[CH2:34][CH3:35]>CN(C)C=O>[CH2:1]([O:8][CH2:9][C:10]1[N:11]([CH2:34][CH3:35])[C:12]([S:18][C:19]2[CH:24]=[C:23]([F:25])[CH:22]=[C:21]([F:26])[CH:20]=2)=[C:13]([CH:15]([CH3:17])[CH3:16])[N:14]=1)[C:2]1[CH:3]=[CH:4][CH:5]=[CH:6][CH:7]=1 |f:1.2.3|. Procedure: In dimethylformamide (10 ml) was dissolved 432 mg (1.2 mmol) of 2-benzyloxymethyl-5-(3,5-difluorophenylthio)-4-isopropyl-1H-imidazole (16f), followed by addition of 192 mg (1.4 mmol) of potassium carbonate and 153 mg (1.4 mmol) of bromoethane at room temperature with stirring, the mixture was stirred at the same temperature for 3 days. The reaction mixture was extracted with ether, and the ether layer was washed with water, dried over magnesium sulfate, and filtered. The ether layer was concentr... The reactants are FC(C(=O)O)(F)F.C(C)(C)(C)OC(=O)N1CCC(CC1)SC=1C=C2C=CN=CC2=CC1CCC (4-(7-Propyl-isoquinolin-6-ylsulfanyl)-piperidine-1-carboxylic acid tert-butyl ester trifluoroacetate), Cl (HCl). Run in CC(C)O (iPrOH). Product: Cl.N1CCC(CC1)SC=1C=C2C=CN=CC2=CC1CCC (6-(Piperidin-4-ylsulfanyl)-7-propyl-isoquinoline hydrochloride). As a reaction SMILES: FC(F)(F)C(O)=O.C(OC([N:15]1[CH2:20][CH2:19][CH:18]([S:21][C:22]2[CH:23]=[C:24]3[C:29](=[CH:30][C:31]=2[CH2:32][CH2:33][CH3:34])[CH:28]=[N:27][CH:26]=[CH:25]3)[CH2:17][CH2:16]1)=O)(C)(C)C.[ClH:35]>CC(O)C>[ClH:35].[NH:15]1[CH2:16][CH2:17][CH:18]([S:21][C:22]2[CH:23]=[C:24]3[C:29](=[CH:30][C:31]=2[CH2:32][CH2:33][CH3:34])[CH:28]=[N:27][CH:26]=[CH:25]3)[CH2:19][CH2:20]1 |f:0.1,4.5|. Reported procedure: 85 mg (107 mmol) 4-(7-Propyl-isoquinolin-6-ylsulfanyl)-piperidine-1-carboxylic acid tert-butyl ester trifluoroacetate (276) were stirred in 6N HCl in iPrOH for 1 h at RT. After evaporation water was added and lyophilized. 42 mg of 6-(Piperidin-4-ylsulfanyl)-7-propyl-isoquinoline hydrochloride were obtained. Rt=0.94 min (Method B). Detected mass: 287.1 (M+H+).